Dataset: the Open Reaction Database (ORD), a public repository of structured organic reaction records. Task: describe an organic reaction: reactants, conditions, products, and yield The reactants are [Br-], C1CCOC1, C[Mg+], CCOCC, NC(=O)c1c(NC(=O)Cn2cc(C=O)c(C(F)(F)F)n2)sc2c1CCCC2. The product is CC(O)c1cn(CC(=O)Nc2sc3c(c2C(N)=O)CCCC3)nc1C(F)(F)F. Reaction SMILES: [Br-:28].[CH2:36]1[O:37][CH2:38][CH2:39][CH2:40]1.[CH3:29][Mg+:30].[CH3:31][CH2:32][O:33][CH2:34][CH3:35].[CH:1](=[O:2])[c:3]1[c:4]([C:24]([F:25])([F:26])[F:27])[n:5][n:6]([CH2:8][C:9](=[O:10])[NH:11][c:12]2[c:13]([C:21](=[O:22])[NH2:23])[c:14]3[c:15]([s:16]2)[CH2:17][CH2:18][CH2:19][CH2:20]3)[cH:7]1>>[CH:1]([OH:2])([c:3]1[c:4]([C:24]([F:25])([F:26])[F:27])[n:5][n:6]([CH2:8][C:9](=[O:10])[NH:11][c:12]2[c:13]([C:21](=[O:22])[NH2:23])[c:14]3[c:15]([s:16]2)[CH2:17][CH2:18][CH2:19][CH2:20]3)[cH:7]1)[CH3:31]. The reactants are C(C)(=O)O (acetic acid), CC(C)(C=1C=NC(=CC1)C(F)(F)F)N (1-methyl-1-(6-trifluoromethyl-pyridin-3-yl)-ethylamine), FC(OC=1C=C(C=CC1)[C@H]1CC(C(N1C1=CC=C(C=C1)C(F)(F)F)=O)=O)(F)F ((R)-5-[3-trifluoromethoxy-phenyl]-1-(4-trifluoromethyl-phenyl)-pyrrolidine-2,3-dione), CC(C)(C=1C=NC(=CC1)C(F)(F)F)NC=1C(N([C@H](C1)C1=CC(=CC=C1)OC(F)(F)F)C1=CC=C(C=C1)C(F)(F)F)=O ((R)-3-[1-methyl-1-(6-trifluoromethyl-pyridin-3-yl)-ethylamino]-5-(3-trifluoromethoxy-phenyl)-1-(4-trifluoromethyl-phenyl)-1,5-dihydro-pyrrol-2-one), C(#N)[BH3-].[Na+] (sodium cyanoborohydride). The solvent is C1(=CC=CC=C1)C (toluene). Reaction conditions: temperature 55 celsius, time 1.75 hour. The product is CC(C)(C=1C=NC(=CC1)C(F)(F)F)N[C@H]1C(N([C@H](C1)C1=CC(=CC=C1)OC(F)(F)F)C1=CC=C(C=C1)C(F)(F)F)=O ((3R,5R)-3-[1-methyl-1-(6-trifluoromethyl-pyridin-3-yl)-ethylamino]-1-(4-trifluoromethyl-phenyl)-5-(3-trifluoromethoxy-phenyl)-pyrrolidin-2-one), CC(C)(C=1C=NC(=CC1)C(F)(F)F)N[C@@H]1C(N([C@H](C1)C1=CC(=CC=C1)OC(F)(F)F)C1=CC=C(C=C1)C(F)(F)F)=O ((3S,5R)-3-[1-methyl-1-(6-trifluoromethyl-pyridin-3-yl)-ethylamino]-1-(4-trifluoromethyl-phenyl)-5-(3-trifluoromethoxy-phenyl)-pyrrolidin-2-one). The yield is 2.7%. As a reaction SMILES: C(O)(=O)C.CC(N)(C1C=NC(C(F)(F)F)=CC=1)C.FC(F)(F)OC1C=C([C@@H]2N(C3C=CC(C(F)(F)F)=CC=3)C(=O)C(=O)C2)C=CC=1.[CH3:47][C:48]([NH:60][C:61]1[C:62](=[O:87])[N:63]([C:77]2[CH:82]=[CH:81][C:80]([C:83]([F:86])([F:85])[F:84])=[CH:79][CH:78]=2)[C@@H:64]([C:66]2[CH:71]=[CH:70][CH:69]=[C:68]([O:72][C:73]([F:76])([F:75])[F:74])[CH:67]=2)[CH:65]=1)([C:50]1[CH:51]=[N:52][C:53]([C:56]([F:59])([F:58])[F:57])=[CH:54][CH:55]=1)[CH3:49].C([BH3-])#N.[Na+]>C1(C)C=CC=CC=1>[CH3:49][C:48]([NH:60][C@@H:61]1[CH2:65][C@H:64]([C:66]2[CH:71]=[CH:70][CH:69]=[C:68]([O:72][C:73]([F:74])([F:75])[F:76])[CH:67]=2)[N:63]([C:77]2[CH:78]=[CH:79][C:80]([C:83]([F:84])([F:86])[F:85])=[CH:81][CH:82]=2)[C:62]1=[O:87])([C:50]1[CH:51]=[N:52][C:53]([C:56]([F:57])([F:58])[F:59])=[CH:54][CH:55]=1)[CH3:47].[CH3:49][C:48]([NH:60][C@H:61]1[CH2:65][C@H:64]([C:66]2[CH:71]=[CH:70][CH:69]=[C:68]([O:72][C:73]([F:74])([F:75])[F:76])[CH:67]=2)[N:63]([C:77]2[CH:78]=[CH:79][C:80]([C:83]([F:84])([F:86])[F:85])=[CH:81][CH:82]=2)[C:62]1=[O:87])([C:50]1[CH:51]=[N:52][C:53]([C:56]([F:57])([F:58])[F:59])=[CH:54][CH:55]=1)[CH3:47] |f:4.5|. Procedure details: Separate the aqueous layer and wash the toluene layer with water, pH 7 buffer and saturated sodium chloride solution. Add acetic acid (26.2 mL, 456 mmol) and 1-methyl-1-(6-trifluoromethyl-pyridin-3-yl)-ethylamine (23.3 g, 114 mmol) to the toluene solution containing (R)-5-[3-trifluoromethoxy-phenyl]-1-(4-trifluoromethyl-phenyl)-pyrrolidine-2,3-dione. Heat to 55° C. for 18 hours. Observe significant formation of (R)-3-[1-methyl-1-(6-trifluoromethyl-pyridin-3-yl)-ethylamino]-5-(3-trifluoromethoxy-... Starting materials: OCC1=CC=CC(=N1)NC([O-])=O ([6-(hydroxymethyl)pyridin-2-yl]carbamate), BrCCC1CCCCC1 (1-bromo-2cyclohexylethane), CC(C)([O-])C.[K+] (potassium tert-butoxide). The solvent is CN(C)C=O (DMF), C(C)(=O)OCC (ethyl acetate), O (water). Conditions: temperature 0 celsius, time 5 minute. Yields the product C1(CCCCC1)CCN(C(OC(C)(C)C)=O)C1=NC(=CC=C1)CO (tert-butyl (2-cyclohexylethyl)[6-(hydroxymethyl)pyridin-2-yl]carbamate), logP(HCOOH). Isolated yield 64.0%. RXN SMILES: [OH:1][CH2:2][C:3]1[N:8]=[C:7]([NH:9][C:10](=[O:12])[O-:11])[CH:6]=[CH:5][CH:4]=1.[CH3:13][C:14]([CH3:17])([O-])[CH3:15].[K+].Br[CH2:20][CH2:21][CH:22]1[CH2:27][CH2:26][CH2:25][CH2:24][CH2:23]1>CN(C=O)C.C(OCC)(=O)C.O>[CH:22]1([CH2:21][CH2:20][N:9]([C:7]2[CH:6]=[CH:5][CH:4]=[C:3]([CH2:2][OH:1])[N:8]=2)[C:10](=[O:11])[O:12][C:14]([CH3:17])([CH3:15])[CH3:13])[CH2:27][CH2:26][CH2:25][CH2:24][CH2:23]1 |f:1.2|. Reported procedure: To a stirred solution of [6-(hydroxymethyl)pyridin-2-yl]carbamate (200 mg, 1.07 mmol) in DMF, cooled to 0° C. with a brine/ice bath, was added potassium tert-butoxide (126 mg, 1.07 mmol). The mixture was stirred 5 minutes at 0° C. then 1-bromo-2cyclohexylethane (205 mg, 1.07 mmol) was added. After stirring at room temperature for 4 h, the reaction mixture was diluted with ethyl acetate and water. The organic layer was washed with water, dried over MgSO4 and concentrated in vacuo. Purification on... The reactants are BrCc1ccccc1, COc1ccc(C2(Cn3cc[nH]c3=O)CC2)cc1OC, [H-], [Na+], CN(C)C=O. Yields the product COc1ccc(C2(Cn3ccn(Cc4ccccc4)c3=O)CC2)cc1OC. As a reaction SMILES: [Br:23][CH2:24][c:25]1[cH:26][cH:27][cH:28][cH:29][cH:30]1.[CH3:1][O:2][c:3]1[cH:4][c:5]([C:11]2([CH2:14][n:15]3[c:16](=[O:20])[nH:17][cH:18][cH:19]3)[CH2:12][CH2:13]2)[cH:6][cH:7][c:8]1[O:9][CH3:10].[H-:21].[Na+:22].[O:31]=[CH:32][N:33]([CH3:34])[CH3:35]>>[CH3:1][O:2][c:3]1[cH:4][c:5]([C:11]2([CH2:14][n:15]3[c:16](=[O:20])[n:17]([CH2:24][c:25]4[cH:26][cH:27][cH:28][cH:29][cH:30]4)[cH:18][cH:19]3)[CH2:12][CH2:13]2)[cH:6][cH:7][c:8]1[O:9][CH3:10]. The yield is 76.0%. Reported procedure: Similarly to Example 1d), 1.5 g (15 mmol) of 1-methylcyclopropane-1-carboxylic acid were reacted with 2.6 g (15 mmol) of (1R)-1-naphth-2-ylethylamine to give the title compound. The product was isolated, after purification by silica gel chromatography (mobile phase: cyclohexane/ethyl acetate gradient), as a white solid (2.9 g; 76% yield, melting point 91° C.). Product: C1=C(C=CC2=CC=CC=C12)[C@@H](C)NC(=O)C1(CC1)C (1-Methylcyclopropanecarboxylic Acid [(1R)-1-Naphth-2-yl-ethyl]-amide). The reactants are CC1(CC1)C(=O)O (1-methylcyclopropane-1-carboxylic acid), C1=C(C=CC2=CC=CC=C12)[C@@H](C)N ((1R)-1-naphth-2-ylethylamine). As a reaction SMILES: [CH3:1][C:2]1([C:5]([OH:7])=O)[CH2:4][CH2:3]1.[CH:8]1[C:17]2[C:12](=[CH:13][CH:14]=[CH:15][CH:16]=2)[CH:11]=[CH:10][C:9]=1[C@H:18]([NH2:20])[CH3:19]>>[CH:8]1[C:17]2[C:12](=[CH:13][CH:14]=[CH:15][CH:16]=2)[CH:11]=[CH:10][C:9]=1[C@H:18]([NH:20][C:5]([C:2]1([CH3:1])[CH2:4][CH2:3]1)=[O:7])[CH3:19]. Starting materials: ClC1=CC=C(C=C1)N1CCNCC1 (1-(4-chlorophenyl)piperazine), ClCCC(COC1=CC=C(C=C1)Cl)O (4-chloro-1-(4-chlorophenoxy)-2-butanol), C([O-])([O-])=O.[Na+].[Na+] (sodium carbonate), [I-].[K+] (potassium iodide). Run in CC(C)O (2-propanol), C(CCC)O (1-butanol). Product: Cl.Cl.ClC1=CC=C(OCC(CCN2CCN(CC2)C2=CC=C(C=C2)Cl)O)C=C1 (1-(4-Chlorophenoxy)-4-[4-(4-chlorophenyl)-1-piperazinyl]-2-butanol dihydrochloride), Cl (hydrogen chloride). As a reaction SMILES: [Cl:1][C:2]1[CH:7]=[CH:6][C:5]([N:8]2[CH2:13][CH2:12][NH:11][CH2:10][CH2:9]2)=[CH:4][CH:3]=1.[Cl:14][CH2:15][CH2:16][CH:17]([OH:27])[CH2:18][O:19][C:20]1[CH:25]=[CH:24][C:23]([Cl:26])=[CH:22][CH:21]=1.C(=O)([O-])[O-].[Na+].[Na+].[I-].[K+]>CC(O)C.C(O)CCC>[ClH:1].[ClH:14].[Cl:26][C:23]1[CH:24]=[CH:25][C:20]([O:19][CH2:18][CH:17]([OH:27])[CH2:16][CH2:15][N:11]2[CH2:12][CH2:13][N:8]([C:5]3[CH:4]=[CH:3][C:2]([Cl:1])=[CH:7][CH:6]=3)[CH2:9][CH2:10]2)=[CH:21][CH:22]=1.[ClH:1] |f:2.3.4,5.6,9.10.11|. Procedure: This compound was prepared according to the procedure of Example 97. A mixture of 3.2 g (0.016 mole) of 1-(4-chlorophenyl)piperazine, 3.8 g (0.016 mole) of 4-chloro-1-(4-chlorophenoxy)-2-butanol, 8.3 g (0.078 mole) of anhydrous sodium carbonate and 0.1 g of potassium iodide in a total volume of 200 ml of 1-butanol gave a golden oil as residue. The hydrochloride was formed in 2-propanol saturated with hydrogen chloride and the collected solid was recrystallized from methol-water-ethyl ether to gi...